Dataset: the Open Reaction Database (ORD), a public repository of structured organic reaction records. Task: describe an organic reaction: reactants, conditions, products, and yield Reactants: COC=1C=C(NC=2NC(C(=CN2)C(=O)OCC)=O)C=CC1 (Ethyl 1,6-dihydro-2-(3-methoxyanilino)-6-oxo-5-pyrimidinecarboxylate), [OH-].[Na+] (sodium hydroxide), O (water). Run in C(C)(=O)O (acetic acid). Reaction conditions: time 1 hour. Product: COC=1C=C(NC=2NC(C(=CN2)C(=O)O)=O)C=CC1 (1,6-dihydro-2-(3-methoxyanilino)-6-oxo-5-pyrimidinecarboxylic acid). The yield is 66.4%. RXN SMILES: [CH3:1][O:2][C:3]1[CH:4]=[C:5]([CH:19]=[CH:20][CH:21]=1)[NH:6][C:7]1[NH:8][C:9](=[O:18])[C:10]([C:13]([O:15]CC)=[O:14])=[CH:11][N:12]=1.[OH-].[Na+].O>C(O)(=O)C>[CH3:1][O:2][C:3]1[CH:4]=[C:5]([CH:19]=[CH:20][CH:21]=1)[NH:6][C:7]1[NH:8][C:9](=[O:18])[C:10]([C:13]([OH:15])=[O:14])=[CH:11][N:12]=1 |f:1.2|. Reported procedure: Ethyl 1,6-dihydro-2-(3-methoxyanilino)-6-oxo-5-pyrimidinecarboxylate (3 g) and sodium hydroxide (1 g) are added to water (50 ml), and the mixture is refluxed with stirring for 1 hour. After cooling, the reaction mixture is acidified with acetic acid, and the resulting solid is collected by filtration and recrystallized from DMF. The precipitate is collected by filtration and added to water (60 ml), and the mixture is refluxed with stirring for 1 hour. After cooling, the resulting product is coll...